Dataset: the Open Reaction Database (ORD), a public repository of structured organic reaction records. Task: describe an organic reaction: reactants, conditions, products, and yield The reactants are C(=O)(O)C=1C=C(C=O)C=CC1 (3-carboxybenzaldehyde), C(C)(C)N=C=NC(C)C (diisopropylcarbodiimide), KH2SO4, FC(OC1=CC=C(CN)C=C1)(F)F (4-(trifluoromethoxy)benzylamine), ON1N=NC2=C1C=CC=C2 (1-hydroxybenzotriazole). Run in C(Cl)Cl (DCM). Run at time 8 hour. Yields the product C(=O)C=1C=C(C(=O)NCC2=CC=C(C=C2)OC(F)(F)F)C=CC1 (3-formyl-N-(4-trifluoromethoxy-benzyl)-benzamide). The yield is 103.6%. As a reaction SMILES: [C:1]([C:4]1[CH:5]=[C:6]([CH:9]=[CH:10][CH:11]=1)[CH:7]=[O:8])([OH:3])=O.[F:12][C:13]([F:24])([F:23])[O:14][C:15]1[CH:22]=[CH:21][C:18]([CH2:19][NH2:20])=[CH:17][CH:16]=1.ON1C2C=CC=CC=2N=N1.C(N=C=NC(C)C)(C)C>C(Cl)Cl>[CH:7]([C:6]1[CH:5]=[C:4]([CH:11]=[CH:10][CH:9]=1)[C:1]([NH:20][CH2:19][C:18]1[CH:21]=[CH:22][C:15]([O:14][C:13]([F:12])([F:23])[F:24])=[CH:16][CH:17]=1)=[O:3])=[O:8]. Procedure: to a solution of 300 mg of 3-carboxybenzaldehyde (2 mmoles) and 382 mg of 4-(trifluoromethoxy)benzylamine (2 mmoles) in 5 ml of DCM is successively added 540 mg of 1-hydroxybenzotriazole (HOBt) (4 mmoles) and 0.63 mg of diisopropylcarbodiimide (DIC) (4 mmoles). The reaction mixture is stirred overnight at room temperature and then poured into 20 ml of 10% KH2SO4 solution. The mixture is extracted twice with 15 ml of ethyl acetate. The combined organic extracts are washed with 20 ml of water and ... Starting materials: CC(C)(C)[Si](C)(C)ON (0-(tert-butyldimethylsilyl)hydroxylamine), ON1N=NC2=C1C=CC=C2 (1-hydroxybenzotriazole), Cl.C(C)N=C=NCCCN(C)C (1-ethyl-3-(3-dimethylaminopropyl)-carbodiimide hydrochloride), C(=O)(O)[C@@H](CCCC1=CC=CC=C1)[C@H](C(=O)NN(C1=CC=CC=C1)S(=O)(=O)C)CC(C)C (2(R)-[1(S)-(carboxy)-4-phenylbutyl]-2′-(methanesulphonyl)-4-methyl-2′-phenylvalerohydrazide). The solvent is CN(C=O)C (dimethylformamide). The product is CC(CCC(=O)NNC1=CC=CC=C1)C (4-methyl-2′phenylvalerohydrazide). RXN SMILES: C([C@H]([C@@H:14]([CH2:29][CH:30]([CH3:32])[CH3:31])[C:15]([NH:17][N:18](S(C)(=O)=O)[C:19]1[CH:24]=[CH:23][CH:22]=[CH:21][CH:20]=1)=[O:16])CCCC1C=CC=CC=1)(O)=O.ON1C2C=CC=CC=2N=N1.Cl.C(N=C=NCCCN(C)C)C.CC([Si](ON)(C)C)(C)C>CN(C)C=O>[CH3:31][CH:30]([CH3:32])[CH2:29][CH2:14][C:15]([NH:17][NH:18][C:19]1[CH:20]=[CH:21][CH:22]=[CH:23][CH:24]=1)=[O:16] |f:2.3|. Procedure: A solution of 0.165 g of 2(R)-[1(S)-(carboxy)-4-phenylbutyl]-2′-(methanesulphonyl)-4-methyl-2′-phenylvalerohydrazide in 4 ml of dry dimethylformamide was cooled to 0° C. while stirring under nitrogen and 0.09 g of 1-hydroxybenzotriazole and 0.09 g of 1-ethyl-3-(3-dimethylaminopropyl)-carbodiimide hydrochloride were added in succession. After stirring for 40 minutes at 0° C. the solution was treated with 0.18 g of 0-(tert-butyldimethylsilyl)hydroxylamine and the mixture was left to come to room t... The reactants are Br, CC(=O)NCc1ccc2c(c1)CNC2, C1CCC2=NCCCN2CC1, CC1COc2c(F)c(F)cc3c(=O)c(C(=O)O)cn1c23, CN(C)C=O. Yields the product CC(=O)NCc1ccc2c(c1)CN(c1c(F)cc3c(=O)c(C(=O)O)cn4c3c1OCC4C)C2. RXN SMILES: [BrH:21].[C:22]([CH3:23])(=[O:24])[NH:25][CH2:26][c:27]1[cH:28][c:29]2[c:33]([cH:34][cH:35]1)[CH2:32][NH:31][CH2:30]2.[CH2:36]1[CH2:37][CH2:38][C:39]2=[N:44][CH2:43][CH2:42][CH2:41][N:40]2[CH2:45][CH2:46]1.[F:1][c:2]1[c:3]([F:20])[c:4]2[c:5]3[n:6]([cH:11][c:12]([C:17](=[O:18])[OH:19])[c:13](=[O:16])[c:14]3[cH:15]1)[CH:7]([CH3:10])[CH2:8][O:9]2.[O:47]=[CH:48][N:49]([CH3:50])[CH3:51]>>[F:1][c:2]1[c:3]([N:31]2[CH2:30][c:29]3[cH:28][c:27]([CH2:26][NH:25][C:22]([CH3:23])=[O:24])[cH:35][cH:34][c:33]3[CH2:32]2)[c:4]2[c:5]3[n:6]([cH:11][c:12]([C:17](=[O:18])[OH:19])[c:13](=[O:16])[c:14]3[cH:15]1)[CH:7]([CH3:10])[CH2:8][O:9]2. Starting materials: [N+](=O)([O-])C1=CC=C(C=O)C=C1 (4-nitrobenzaldehyde), C1CCOC1 (THF), C(CC)N1C=NC=C1 (1-propylimidazole), C([O-])([O-])=O.[K+].[K+] (potassium carbonate), C1CCOC1 (THF), Cl (hydrochloric acid). The solvent is CCCCCC.C(CCC)[Li] (n-butyllithium hexane). Run at time 2 hour. The product is [N+](=O)([O-])C1=CC=C(C=C1)C(O)C=1N=C(NC1)CCC ((4-nitrophenyl)[2-(1-propyl)imidazolyl]methanol). Reaction SMILES: C([N:4]1[CH:8]=[CH:7][N:6]=[CH:5]1)CC.[N+:9]([C:12]1[CH:19]=[CH:18][C:15]([CH:16]=[O:17])=[CH:14][CH:13]=1)([O-:11])=[O:10].Cl.C(=O)([O-])[O-].[K+].[K+].[CH2:27]1[CH2:31]OC[CH2:28]1>CCCCCC.C([Li])CCC>[N+:9]([C:12]1[CH:13]=[CH:14][C:15]([CH:16]([C:7]2[N:6]=[C:5]([CH2:28][CH2:27][CH3:31])[NH:4][CH:8]=2)[OH:17])=[CH:18][CH:19]=1)([O-:11])=[O:10] |f:3.4.5,7.8|. Procedure details: To a solution of 1-propylimidazole (8.0 g) in dry THF (100 ml), 1.6M n-butyllithium hexane solution (54.5 ml) was at 0° C. under argon atmosphere. After the mixture was allowed to be at room temperature and was stirred for 2 hours, a solution of 4-nitrobenzaldehyde (9.97 g) in dry THF (100 ml) was added dropwise to the mixture at −78° C. The mixture was allowed to be at room temperature and was stirred overnight, and then, 1N hydrochloric acid was added to the mixture at 0° C. The mixture was ne... Reactants: C([O-])([O-])=O.[Na+].[Na+] (sodium carbonate), O (water), S1C=C(C=C1)B(O)O (3-thiopheneboronic acid), BrC=1C=C(C=O)C(=CC1)F (3-bromo-6-fluorobenzaldehyde). Reagents/catalysts: C=1C=CC(=CC1)[P](C=2C=CC=CC2)(C=3C=CC=CC3)[Pd]([P](C=4C=CC=CC4)(C=5C=CC=CC5)C=6C=CC=CC6)([P](C=7C=CC=CC7)(C=8C=CC=CC8)C=9C=CC=CC9)[P](C=1C=CC=CC1)(C=1C=CC=CC1)C=1C=CC=CC1 (tetrakis(triphenylphosphine)palladium). The solvent is COCCOC (1,2-dimethoxyethane). Reaction conditions: temperature 80 celsius. Yields the product FC1=C(C=O)C=C(C=C1)C1=CSC=C1 (2-Fluoro-5-(3-thienyl)benzaldehyde). RXN SMILES: [S:1]1[CH:5]=[CH:4][C:3](B(O)O)=[CH:2]1.Br[C:10]1[CH:11]=[C:12]([C:15]([F:18])=[CH:16][CH:17]=1)[CH:13]=[O:14].C(=O)([O-])[O-].[Na+].[Na+].O>COCCOC.C1C=CC([P]([Pd]([P](C2C=CC=CC=2)(C2C=CC=CC=2)C2C=CC=CC=2)([P](C2C=CC=CC=2)(C2C=CC=CC=2)C2C=CC=CC=2)[P](C2C=CC=CC=2)(C2C=CC=CC=2)C2C=CC=CC=2)(C2C=CC=CC=2)C2C=CC=CC=2)=CC=1>[F:18][C:15]1[CH:16]=[CH:17][C:10]([C:3]2[CH:4]=[CH:5][S:1][CH:2]=2)=[CH:11][C:12]=1[CH:13]=[O:14] |f:2.3.4,^1:35,37,56,75|. Reported procedure: 1.89 g of 3-thiopheneboronic acid (0.015 mol) are added to a solution of 3-bromo-6-fluorobenzaldehyde (2 g, 0.016 mol) in 35 ml of 1,2-dimethoxyethane, followed by addition of aqueous 2N sodium carbonate solution (3.13 g, 0.030 mol) and a catalytic amount of tetrakis(triphenylphosphine)palladium (0.34 g, 2.96 10−4 mol). The reaction mixture is heated at 80° C. for 20 hours and is then cooled to room temperature and poured into water. The resulting mixture is extracted with ethyl acetate and the ... Starting materials: CCOC(=O)c1cn2nc(N3CCN(C(=O)c4cc(F)ccc4C(F)(F)F)CC3)ccc2n1, CC(C)CCN, N#C[Na]. Product: CC(C)CCNC(=O)c1cn2nc(N3CCN(C(=O)c4cc(F)ccc4C(F)(F)F)CC3)ccc2n1. As a reaction SMILES: [CH2:1]([O:3][C:4](=[O:2])[c:6]1[n:7][c:8]2[n:9]([n:10][c:11]([N:14]3[CH2:15][CH2:16][N:17]([C:20]([c:21]4[c:22]([C:28]([F:29])([F:30])[F:31])[cH:23][cH:24][c:25]([F:27])[cH:26]4)=[O:32])[CH2:18][CH2:19]3)[cH:12][cH:13]2)[cH:33]1)[CH3:5].[CH2:34]([CH2:35][CH:36]([CH3:37])[CH3:38])[NH2:39].[Na:40][C:41]#[N:42]>>[O:3]=[C:4]([c:6]1[n:7][c:8]2[n:9]([n:10][c:11]([N:14]3[CH2:15][CH2:16][N:17]([C:20]([c:21]4[c:22]([C:28]([F:29])([F:30])[F:31])[cH:23][cH:24][c:25]([F:27])[cH:26]4)=[O:32])[CH2:18][CH2:19]3)[cH:12][cH:13]2)[cH:33]1)[NH:39][CH2:34][CH2:35][CH:36]([CH3:37])[CH3:38].